Dataset: the Open Reaction Database (ORD), a public repository of structured organic reaction records. Task: describe an organic reaction: reactants, conditions, products, and yield Starting materials: BrCC1=CC2=CC=CC=C2C=C1 (2-(bromomethyl)naphthalene), C(C)C1=NC(=CC2=CC(=C(C=C12)OC)OC)O (1-ethyl-6,7-dimethoxyisoquinolin-3-ol), C(C)C1=NC(=CC2=CC(=C(C=C12)OC)OC)O (1-Ethyl-6,7-dimethoxyisoquinolin-3-ol), [OH-].[K+] (KOH). Solvent: O (H2O), C(Cl)Cl (CH2Cl2), C1(=CC=CC=C1)C (toluene). Conditions: temperature 150 celsius, time 1.5 hour. The product is C(C)C1=NC(=C(C2=CC(=C(C=C12)OC)OC)CC1=CC2=CC=CC=C2C=C1)O (1-ethyl-6,7-dimethoxy-4-(naphthalen-2-ylmethyl)isoquinolin-3-ol). As a reaction SMILES: [CH2:1]([C:3]1[C:12]2[C:7](=[CH:8][C:9]([O:15][CH3:16])=[C:10]([O:13][CH3:14])[CH:11]=2)[CH:6]=[C:5]([OH:17])[N:4]=1)[CH3:2].[OH-].[K+].Br[CH2:21][C:22]1[CH:31]=[CH:30][C:29]2[C:24](=[CH:25][CH:26]=[CH:27][CH:28]=2)[CH:23]=1>C1(C)C=CC=CC=1.O.C(Cl)Cl>[CH2:1]([C:3]1[C:12]2[C:7](=[CH:8][C:9]([O:15][CH3:16])=[C:10]([O:13][CH3:14])[CH:11]=2)[C:6]([CH2:21][C:22]2[CH:31]=[CH:30][C:29]3[C:24](=[CH:25][CH:26]=[CH:27][CH:28]=3)[CH:23]=2)=[C:5]([OH:17])[N:4]=1)[CH3:2] |f:1.2|. Reported procedure: To a solution of 1-ethyl-6,7-dimethoxyisoquinolin-3-ol SLA 28136 (125 mg, 536 μmol) in toluene (10 mL) in a 20 mL microwave vial equipped with a magnetic stirrer was added a 2 N aq. KOH solution (0.30 mL, 0.60 mmol) at RT followed by 2-(bromomethyl)naphthalene (123 mg, 556 μmol) and the mixture was stirred at 150° C. for 1.5 h under microwave irradiation. After cooling to RT, the mixture was diluted with H2O (10 mL) before extraction with CH2Cl2 (80 mL). The organic phase was isolated and washed... Reactants: P(O)(O)(O)=O (phosphoric acid), FC1=C(C=CC(=C1)N1C(O[C@H](C1)CNC(C)=O)=O)C1=CC=C(C=C1)CNCC1=CN=NN1 (N-{[(5S)-3-(2-fluoro-4′-{[(1H-1,2,3-triazol-5-ylmethyl)amino]methyl}biphenyl-4-yl)-2-oxo-1,3-oxazolidin-5-yl]methyl}acetamide), O1CCCC1 (tetrahydrofuran). The solvent is C(C)(C)O (isopropanol), C(C)(C)O (isopropanol). Conditions: time 20 minute. Product: P(=O)(O)(O)O.FC1=C(C=CC(=C1)N1C(O[C@H](C1)CNC(C)=O)=O)C1=CC=C(C=C1)CNCC1=CN=NN1 (N-{[(5S)-3-(2-fluoro-4′-{[(1H-1,2,3-triazol-5-ylmethyl)amino]methyl}biphenyl-4-yl)-2-oxo-1,3-oxazolidin-5-yl]methyl}acetamide monophosphate). RXN SMILES: [F:1][C:2]1[CH:7]=[C:6]([N:8]2[CH2:12][C@H:11]([CH2:13][NH:14][C:15](=[O:17])[CH3:16])[O:10][C:9]2=[O:18])[CH:5]=[CH:4][C:3]=1[C:19]1[CH:24]=[CH:23][C:22]([CH2:25][NH:26][CH2:27][C:28]2[NH:32][N:31]=[N:30][CH:29]=2)=[CH:21][CH:20]=1.[P:33](=[O:37])([OH:36])([OH:35])[OH:34].O1CCCC1>C(O)(C)C>[P:33]([OH:37])([OH:36])([OH:35])=[O:34].[F:1][C:2]1[CH:7]=[C:6]([N:8]2[CH2:12][C@H:11]([CH2:13][NH:14][C:15](=[O:17])[CH3:16])[O:10][C:9]2=[O:18])[CH:5]=[CH:4][C:3]=1[C:19]1[CH:24]=[CH:23][C:22]([CH2:25][NH:26][CH2:27][C:28]2[NH:32][N:31]=[N:30][CH:29]=2)=[CH:21][CH:20]=1 |f:4.5|. Procedure details: To a stirred suspension of N-{[(5S)-3-(2-fluoro-4′-{[(1H-1,2,3-triazol-5-ylmethyl)amino]methyl}biphenyl-4-yl)-2-oxo-1,3-oxazolidin-5-yl]methyl}acetamide (50.69 mg, 0.116 mmol) in isopropanol (1.0 mL) was added 0.5 M phosphoric acid in isopropanol (0.7 mL, 0.35 mmol), and the resulting mixture stirred at room temperature for 20 min. The resulting stirred suspension was heated to 80° C. and then concentrated under reduced pressure to give a solid. The solid was treated with aqueous tetrahydrofuran...